From a dataset of the Open Reaction Database (ORD), a public repository of structured organic reaction records. describe an organic reaction: reactants, conditions, products, and yield The reactants are CCOC(=O)c1cccc(N(C)Cc2ccc(OCc3c(C(C)C)nnn3-c3c(Cl)cccc3Cl)cc2C)c1, C1CCOC1, CO, Cl, [Na+], [OH-]. The product is Cc1cc(OCc2c(C(C)C)nnn2-c2c(Cl)cccc2Cl)ccc1CN(C)c1cccc(C(=O)O)c1. RXN SMILES: [CH2:1]([CH3:2])[O:3][C:4]([c:5]1[cH:6][c:7]([N:11]([CH3:12])[CH2:13][c:14]2[c:15]([CH3:38])[cH:16][c:17]([O:20][CH2:21][c:22]3[n:23](-[c:30]4[c:31]([Cl:37])[cH:32][cH:33][cH:34][c:35]4[Cl:36])[n:24][n:25][c:26]3[CH:27]([CH3:28])[CH3:29])[cH:18][cH:19]2)[cH:8][cH:9][cH:10]1)=[O:39].[CH2:43]1[O:44][CH2:45][CH2:46][CH2:47]1.[CH3:48][OH:49].[ClH:42].[Na+:41].[OH-:40]>>[O:3]=[C:4]([c:5]1[cH:6][c:7]([N:11]([CH3:12])[CH2:13][c:14]2[c:15]([CH3:38])[cH:16][c:17]([O:20][CH2:21][c:22]3[n:23](-[c:30]4[c:31]([Cl:37])[cH:32][cH:33][cH:34][c:35]4[Cl:36])[n:24][n:25][c:26]3[CH:27]([CH3:28])[CH3:29])[cH:18][cH:19]2)[cH:8][cH:9][cH:10]1)[OH:39]. Starting materials: ice water, Cl (hydrochloric acid), C1(CCC(=O)O1)=O (succinic anhydride), O(C1=CC=CC=C1)C1CCCCC1 (phenoxycyclohexane), [Cl-].[Al+3].[Cl-].[Cl-] (aluminium chloride). The solvent is ClCCCl (1,2-dichloroethane). Reaction conditions: time 5 hour. Yields the product C1(CCCCC1)OC1=CC=C(C(=O)CCC(=O)O)C=C1 (3-(p-Cyclohexyloxybenzoyl)propionic acid). Reaction SMILES: [C:1]1(=[O:7])[O:6][C:4](=[O:5])[CH2:3][CH2:2]1.[O:8]([CH:15]1[CH2:20][CH2:19][CH2:18][CH2:17][CH2:16]1)[C:9]1[CH:14]=[CH:13][CH:12]=[CH:11][CH:10]=1.[Cl-].[Al+3].[Cl-].[Cl-].Cl>ClCCCl>[CH:15]1([O:8][C:9]2[CH:14]=[CH:13][C:12]([C:4]([CH2:3][CH2:2][C:1]([OH:6])=[O:7])=[O:5])=[CH:11][CH:10]=2)[CH2:20][CH2:19][CH2:18][CH2:17][CH2:16]1 |f:2.3.4.5|. Procedure: A solution of succinic anhydride (20 g.) and phenoxycyclohexane (35.1 g.) in 1,2-dichloroethane (250 ml.) was stirred at 0° C and treated with powdered anhydrous aluminium chloride (58.2 g.) and stirring was continued for 5 hours at 0°-5° C. It was then poured carefully with stirring into ice-water (1 liter) containing concentrated hydrochloric acid (100 ml.). The organic layer was separated, washed with water and extracted with a solution of sodium hydroxide (8 g.) in water (250 ml.). The alkal... Reactants: FC1=C(C=CC(=C1)C)NC=1C(=CC=CC1)N (N-(2-fluoro-4-methylphenyl)benzene-1,2-diamine), S(=O)(=O)(N)N (sulfamide), S(N)(O)(=O)=O (sulfamic acid). Solvent: COCCOCCOC (diglyme), COCCOCCOC (diglyme). The product is FC1=C(C=CC(=C1)C)N1S(NC2=C1C=CC=C2)(=O)=O (1-(2-fluoro-4-methylphenyl)-1,3-dihydro-2,1,3-benzothiadiazole2,2-dioxide). Yield: 51.9%. Reaction SMILES: [F:1][C:2]1[CH:7]=[C:6]([CH3:8])[CH:5]=[CH:4][C:3]=1[NH:9][C:10]1[C:11]([NH2:16])=[CH:12][CH:13]=[CH:14][CH:15]=1.[S:17](N)(N)(=[O:19])=[O:18].S(=O)(=O)(O)N>COCCOCCOC>[F:1][C:2]1[CH:7]=[C:6]([CH3:8])[CH:5]=[CH:4][C:3]=1[N:9]1[C:10]2[CH:15]=[CH:14][CH:13]=[CH:12][C:11]=2[NH:16][S:17]1(=[O:19])=[O:18]. Procedure: A solution of N-(2-fluoro-4-methylphenyl)benzene-1,2-diamine (3.9 g, 18 mmol) in diglyme (36 mL) was treated with sulfamide (2.1 g, 22 mmol) and added dropwise over 10 min to a refluxing solution of sulfamic acid (0.9 g, 9 mmol) in diglyme (36 mL), and the reaction mixture was kept at reflux for an additional 15 minutes, then cooled to room temperature and concentrated. The residue was dissolved in ethyl ether (300 mL), washed with 2 N hydrochloric acid (100 mL), evaporated, and flash chromatogr... Product: CCCC12CCC(OCc3ccc(OCC)c(F)c3F)(CC1)C(F)(F)C2(F)F. RXN SMILES: [Br:17][CH2:18][c:19]1[c:20]([F:29])[c:21]([F:28])[c:22]([O:25][CH2:26][CH3:27])[cH:23][cH:24]1.[Cl-:32].[F:1][C:2]1([F:16])[C:3]2([OH:15])[CH2:4][CH2:5][C:6]([CH2:12][CH2:13][CH3:14])([C:7]1([F:8])[F:9])[CH2:10][CH2:11]2.[H-:30].[NH4+:33].[Na+:31].[O:34]=[CH:35][N:36]([CH3:37])[CH3:38]>>[F:1][C:2]1([F:16])[C:3]2([O:15][CH2:18][c:19]3[c:20]([F:29])[c:21]([F:28])[c:22]([O:25][CH2:26][CH3:27])[cH:23][cH:24]3)[CH2:4][CH2:5][C:6]([CH2:12][CH2:13][CH3:14])([C:7]1([F:8])[F:9])[CH2:10][CH2:11]2. Starting materials: CCOc1ccc(CBr)c(F)c1F, [Cl-], CCCC12CCC(O)(CC1)C(F)(F)C2(F)F, [H-], [NH4+], [Na+], CN(C)C=O. Starting materials: BrC=1C(=NC(=NC1)Cl)Cl (5-bromo-2,4-dichloropyrimidine), [OH-].[Na+] (sodium hydroxide). Run in C1CCOC1 (THF). Conditions: time 8 hour. The product is BrC=1C(=NC(=NC1)Cl)O (5-bromo-2-chloropyrimidin-4-ol). The yield is 71.0%. As a reaction SMILES: [Br:1][C:2]1[C:3](Cl)=[N:4][C:5]([Cl:8])=[N:6][CH:7]=1.[OH-:10].[Na+]>C1COCC1>[Br:1][C:2]1[C:3]([OH:10])=[N:4][C:5]([Cl:8])=[N:6][CH:7]=1 |f:1.2|. Procedure details: To a solution of 5-bromo-2,4-dichloropyrimidine (10 g, 44.2 mmol) in THF (135 mL) was added sodium hydroxide solution (3 M, 45 mL), and the mixture was stirred overnight at RT. The solvent was evaporated, and the residue was diluted with water (100 mL). The aqueous solution was cooled to 0° C., brought to pH 2-3 with 1 N HCl and then extracted with methanol/dichloromethane (5%, 5×100 mL). The organic layers were separated, combined, dried over sodium sulfate, filtered and concentrated to give 5-... Reactants: Cc1ccccc1OCC(O)CN(CCOc1cccnc1C(N)=O)Cc1ccccc1, CO, Cl, [H][H]. The product is Cl, Cc1ccccc1OCC(O)CNCCOc1cccnc1C(N)=O. As a reaction SMILES: [CH2:1]([c:2]1[cH:3][cH:4][cH:5][cH:6][cH:7]1)[N:8]([CH2:9][CH2:10][O:11][c:12]1[c:13]([C:18]([NH2:19])=[O:20])[n:14][cH:15][cH:16][cH:17]1)[CH2:21][CH:22]([CH2:23][O:24][c:25]1[c:26]([CH3:31])[cH:27][cH:28][cH:29][cH:30]1)[OH:32].[CH3:36][OH:37].[ClH:33].[H:34][H:35]>>[ClH:33].[NH:8]([CH2:9][CH2:10][O:11][c:12]1[c:13]([C:18]([NH2:19])=[O:20])[n:14][cH:15][cH:16][cH:17]1)[CH2:21][CH:22]([CH2:23][O:24][c:25]1[c:26]([CH3:31])[cH:27][cH:28][cH:29][cH:30]1)[OH:32]. Reactants: C1CCC2=NCCCN2CC1 (DBU), ClC=1C=C(COC2=CC=C(C=C2)[C@H]2COC3=C(O2)C=CC(=C3)C=O)C=CC1Cl ((S)-2-[4-(3,4-Dichloro-benzyloxy)-phenyl]-2,3-dihydro-benzo[1,4]dioxine-6-carbaldehyde), CC(C)(C)OC(=O)NC(C(=O)OC)P(=O)(OC)OC (Boc-phosphonoglycine trimethyl ester). Solvent: C(Cl)Cl (DCM), O (water), C(Cl)Cl (DCM), C(Cl)Cl (DCM). Conditions: time 18 hour. The product is COC(C(=CC1=CC2=C(O[C@H](CO2)C2=CC=C(C=C2)OCC2=CC(=C(C=C2)Cl)Cl)C=C1)NC(=O)OC(C)(C)C)=O (2-tert-Butoxycarbonylamino-3-{(S)-2-[4-(3,4-dichloro-benzyloxy)-phenyl]-2,3-dihydro-benzo[1,4]dioxin-6-yl}-acrylic acid methyl ester). Isolated yield 85.8%. Reaction SMILES: [Cl:1][C:2]1[CH:3]=[C:4]([CH:25]=[CH:26][C:27]=1[Cl:28])[CH2:5][O:6][C:7]1[CH:12]=[CH:11][C:10]([C@@H:13]2[O:18][C:17]3[CH:19]=[CH:20][C:21]([CH:23]=O)=[CH:22][C:16]=3[O:15][CH2:14]2)=[CH:9][CH:8]=1.C1CCN2C(=NCCC2)CC1.[CH3:40][C:41]([O:44][C:45]([NH:47][CH:48](P(OC)(OC)=O)[C:49]([O:51][CH3:52])=[O:50])=[O:46])([CH3:43])[CH3:42]>C(Cl)Cl.O>[CH3:52][O:51][C:49](=[O:50])[C:48]([NH:47][C:45]([O:44][C:41]([CH3:40])([CH3:42])[CH3:43])=[O:46])=[CH:23][C:21]1[CH:20]=[CH:19][C:17]2[O:18][C@@H:13]([C:10]3[CH:9]=[CH:8][C:7]([O:6][CH2:5][C:4]4[CH:25]=[CH:26][C:27]([Cl:28])=[C:2]([Cl:1])[CH:3]=4)=[CH:12][CH:11]=3)[CH2:14][O:15][C:16]=2[CH:22]=1. Procedure details: (S)-2-[4-(3,4-Dichloro-benzyloxy)-phenyl]-2,3-dihydro-benzo[1,4]dioxine-6-carbaldehyde (9.9 g) was dissolved in 80 mL dry DCM under nitrogen at rt and 7.2 mL DBU (7.33 g) was added by syringe. 7.44 g of Boc-phosphonoglycine trimethyl ester in 40 mL dry DCM was added by syringe all at once and the mixture stirred at rt for 18 h. It was then diluted with 0.5 L each of DCM and water and extracted, and the organic layer was dried with brine and Na2SO4 and evaporated. The residue was purified by crys... Reactants: N12CCC(CC1)(C2)C(O)(C2=CC=CC=C2)C2=CC=CC=C2 (1-azabicyclo[2.2.1]hept-4-yl(diphenyl)methanol), BrCCCOC1=CC=C(C=C1)Br (4-bromophenyl 3-bromopropyl ether). The solvent is CC#N (CH3CN). Yields the product [Br-].OC(C12CC[N+](CC1)(C2)CCCOC2=CC=CC=C2)(C2=CC=CC=C2)C2=CC=CC=C2 (4-[hydroxy(diphenyl)methyl]-1-[3-(phenyloxy)propyl]-1-azoniabicyclo[2.2.1]heptane bromide). The yield is 63.9%. Reaction SMILES: [N:1]12[CH2:7][C:4]([C:8]([C:16]3[CH:21]=[CH:20][CH:19]=[CH:18][CH:17]=3)([C:10]3[CH:15]=[CH:14][CH:13]=[CH:12][CH:11]=3)[OH:9])([CH2:5][CH2:6]1)[CH2:3][CH2:2]2.[Br:22][CH2:23][CH2:24][CH2:25][O:26][C:27]1[CH:32]=[CH:31][C:30](Br)=[CH:29][CH:28]=1>CC#N>[Br-:22].[OH:9][C:8]([C:16]1[CH:21]=[CH:20][CH:19]=[CH:18][CH:17]=1)([C:10]1[CH:15]=[CH:14][CH:13]=[CH:12][CH:11]=1)[C:4]12[CH2:7][N+:1]([CH2:23][CH2:24][CH2:25][O:26][C:27]3[CH:32]=[CH:31][CH:30]=[CH:29][CH:28]=3)([CH2:6][CH2:5]1)[CH2:2][CH2:3]2 |f:3.4|. Procedure details: Following the general procedure outlined in Example 2, 1-azabicyclo[2.2.1]hept-4-yl(diphenyl)methanol (31.5 mg, 0.113 mmol) and 4-bromophenyl 3-bromopropyl ether (46.1 mg, 0.157 mmol) in 2 CH3CN/3 CHCl3 (2.5 mL) were reacted to give the desired product (35.7 mg, 55%). EI-MS m/z 492 (M+) Rt (1.94 min). Starting materials: CC(=O)O, Cl, O, O, Cl[Sn]Cl, OC(c1cccnc1)c1cccs1. The product is c1cncc(Cc2cccs2)c1. Reaction SMILES: [CH3:20][C:21](=[O:22])[OH:23].[ClH:19].[OH2:14].[OH2:15].[Sn:16]([Cl:17])[Cl:18].[n:1]1[cH:2][c:3]([CH:7]([c:8]2[s:9][cH:10][cH:11][cH:12]2)[OH:13])[cH:4][cH:5][cH:6]1>>[n:1]1[cH:2][c:3]([CH2:7][c:8]2[s:9][cH:10][cH:11][cH:12]2)[cH:4][cH:5][cH:6]1. Starting materials: C(CCCCO)O (1,5-Pentanediol), C[Si](C)(C)Cl (trimethylsilyl chloride). Run in C[Si](C)(C)N[Si](C)(C)C (HMDS), C[Si](C)(C)N[Si](C)(C)C (HMDS), C[Si](C)(C)N[Si](C)(C)C (HMDS). Reaction conditions: temperature 50 celsius. The product is [Si](C)(C)(C)OCCCCCO[Si](C)(C)C ((CH3)3SiO(CH2)5OSi(CH3)3). Reaction SMILES: [CH2:1]([OH:7])[CH2:2][CH2:3][CH2:4][CH2:5][OH:6].[CH3:8][Si:9](Cl)([CH3:11])[CH3:10]>C[Si](N[Si](C)(C)C)(C)C>[Si:9]([O:6][CH2:5][CH2:4][CH2:3][CH2:2][CH2:1][O:7][Si:9]([CH3:11])([CH3:10])[CH3:8])([CH3:11])([CH3:10])[CH3:8]. Reported procedure: 1,5-Pentanediol (65 g, 0.62 mol) was placed in a 500 mL 3-necked RB flask and treated with 0.4 mL trimethylsilyl chloride. A portion of HMDS (ca. 20 mL) was added, and an exothermic reaction took place as the mixture became homogeneous. The remainder of the HMDS (130 mL, 0.71 mol total) was added at a controlled rate (ca. 3-5 mL/min), maintaining the reaction temperature at ca. 50° C. Heating was continued at 100° C. (1 h), and 150° C. (2.5 h). GC analysis (method 1) revealed excess HMDS and one...